From a dataset of the Open Reaction Database (ORD), a public repository of structured organic reaction records. describe an organic reaction: reactants, conditions, products, and yield The reactants are C1CCOC1, O=C=Nc1ccc(F)cc1, COc1ccc(Nc2nc(N)c(C(=O)c3ccncc3)s2)cc1. Product: COc1ccc(Nc2nc(NC(=O)Nc3ccc(F)cc3)c(C(=O)c3ccncc3)s2)cc1. RXN SMILES: [CH2:34]1[O:35][CH2:36][CH2:37][CH2:38]1.[F:24][c:25]1[cH:26][cH:27][c:28]([N:31]=[C:32]=[O:33])[cH:29][cH:30]1.[NH2:1][c:2]1[n:3][c:4]([NH:15][c:16]2[cH:17][cH:18][c:19]([O:22][CH3:23])[cH:20][cH:21]2)[s:5][c:6]1[C:7](=[O:8])[c:9]1[cH:10][cH:11][n:12][cH:13][cH:14]1>>[NH:1]([c:2]1[n:3][c:4]([NH:15][c:16]2[cH:17][cH:18][c:19]([O:22][CH3:23])[cH:20][cH:21]2)[s:5][c:6]1[C:7](=[O:8])[c:9]1[cH:10][cH:11][n:12][cH:13][cH:14]1)[C:32]([NH:31][c:28]1[cH:27][cH:26][c:25]([F:24])[cH:30][cH:29]1)=[O:33]. Reactants: CO, CC=CC(c1ccc(C(F)(F)F)cc1)C(CO)NC(=O)OC(C)(C)C. The product is CCCC(c1ccc(C(F)(F)F)cc1)C(CO)NC(=O)OC(C)(C)C. Reaction SMILES: [CH3:26][OH:27].[OH:1][CH2:2][CH:3]([CH:4]([CH:5]=[CH:6][CH3:7])[c:8]1[cH:9][cH:10][c:11]([C:14]([F:15])([F:16])[F:17])[cH:12][cH:13]1)[NH:18][C:19]([O:20][C:21]([CH3:22])([CH3:23])[CH3:24])=[O:25]>>[OH:1][CH2:2][CH:3]([CH:4]([CH2:5][CH2:6][CH3:7])[c:8]1[cH:9][cH:10][c:11]([C:14]([F:15])([F:16])[F:17])[cH:12][cH:13]1)[NH:18][C:19]([O:20][C:21]([CH3:22])([CH3:23])[CH3:24])=[O:25]. Reactants: NC=1SC(=NN1)S (2-Amino-5-mercapto-1,3,4-thiadiazole), Cl.C(C)(C)N(C(C)C)CCCl (diisopropylaminoethylchloridehydrochloride), [OH-].[K+] (potassium hydroxide). Solvent: CO (methanol). Product: NC=1SC(=NN1)SCCN(C(C)C)C(C)C (2-amino-5-diisopropylaminoethylthio-1,3,4-thiadiazole). Isolated yield 78.1%. RXN SMILES: [NH2:1][C:2]1[S:3][C:4]([SH:7])=[N:5][N:6]=1.Cl.[CH:9]([N:12]([CH2:16][CH2:17]Cl)[CH:13]([CH3:15])[CH3:14])([CH3:11])[CH3:10].[OH-].[K+]>CO>[NH2:1][C:2]1[S:3][C:4]([S:7][CH2:17][CH2:16][N:12]([CH:13]([CH3:15])[CH3:14])[CH:9]([CH3:11])[CH3:10])=[N:5][N:6]=1 |f:1.2,3.4|. Reported procedure: 2-Amino-5-mercapto-1,3,4-thiadiazole (4.0 g), diisopropylaminoethylchloridehydrochloride (6.0 g), and potassium hydroxide (3.4 g) were stirred in methanol (100 ml) overnight at room temperature. The reaction mixture was concentrated under a vacuum. The residue, with water added thereto, was extracted with ethyl acetate. The extract was dried over sodium sulfate anhydride, and then concentrated under a vacuum. The resulting solid was recrystallized from n-hexane/ethanol, thereby yielding 6.1 g of... Starting materials: OCC=1C=C(CC(C(=O)OC)C(=O)OC)C=CC1OC (dimethyl 2-[3-(hydroxymethyl)-4-methoxybenzyl]malonate), ClC1=C(C=CC=C1)N=C=O (2-chlorophenylisocyanate). The product is ClC1=C(NC(=O)OCC=2C=C(CC(C(=O)OC)C(=O)OC)C=CC2OC)C=CC=C1 (Dimethyl 2-[3-({[(2-chloroanilino)carbonyl]oxy}-methyl)-4-methoxybenzyl]malonate). As a reaction SMILES: [OH:1][CH2:2][C:3]1[CH:4]=[C:5]([CH:16]=[CH:17][C:18]=1[O:19][CH3:20])[CH2:6][CH:7]([C:12]([O:14][CH3:15])=[O:13])[C:8]([O:10][CH3:11])=[O:9].[Cl:21][C:22]1[CH:27]=[CH:26][CH:25]=[CH:24][C:23]=1[N:28]=[C:29]=[O:30]>>[Cl:21][C:22]1[CH:27]=[CH:26][CH:25]=[CH:24][C:23]=1[NH:28][C:29]([O:1][CH2:2][C:3]1[CH:4]=[C:5]([CH:16]=[CH:17][C:18]=1[O:19][CH3:20])[CH2:6][CH:7]([C:8]([O:10][CH3:11])=[O:9])[C:12]([O:14][CH3:15])=[O:13])=[O:30]. Reported procedure: Using dimethyl 2-[3-(hydroxymethyl)-4-methoxybenzyl]malonate and 2-chlorophenylisocyanate, the title compound was obtained in the same manner as described in Example 192b). Procedure: Production Example 10 was repeated except that 1-(4-methoxy-3-methylphenyl)-4-phenethylpiperazine was replaced with 1-(4-methoxy-2-methylphenyl)-4-phenethylpiperazine (512 mg), and the resulting crude product was purified on TLC (developer, chloroform: methanol=15:1) to provide 3-methyl-4-(4-phenethyl-piperazin-1-yl)phenol (417 mg). The product is CC=1C=C(C=CC1N1CCN(CC1)CCC1=CC=CC=C1)O (3-methyl-4-(4-phenethyl-piperazin-1-yl)phenol). RXN SMILES: COC1C=CC(N2CCN(CCC3C=CC=CC=3)CC2)=CC=1C.C[O:25][C:26]1[CH:31]=[CH:30][C:29]([N:32]2[CH2:37][CH2:36][N:35]([CH2:38][CH2:39][C:40]3[CH:45]=[CH:44][CH:43]=[CH:42][CH:41]=3)[CH2:34][CH2:33]2)=[C:28]([CH3:46])[CH:27]=1>>[CH3:46][C:28]1[CH:27]=[C:26]([OH:25])[CH:31]=[CH:30][C:29]=1[N:32]1[CH2:33][CH2:34][N:35]([CH2:38][CH2:39][C:40]2[CH:41]=[CH:42][CH:43]=[CH:44][CH:45]=2)[CH2:36][CH2:37]1. The reactants are COC1=C(C=C(C=C1)N1CCN(CC1)CCC1=CC=CC=C1)C (1-(4-methoxy-3-methylphenyl)-4-phenethylpiperazine), COC1=CC(=C(C=C1)N1CCN(CC1)CCC1=CC=CC=C1)C (1-(4-methoxy-2-methylphenyl)-4-phenethylpiperazine). The yield is 85.3%. Starting materials: ClC=1C=C(C=CC1Cl)N1C=NC(=C1)CN1C(=NC=C1)NC ({1-[1-(3,4-dichloro-phenyl)-1H-imidazol-4-ylmethyl]-1H-imidazol-2-yl}-methyl-amine), solution, C(C)(=O)O (acetic acid). The solvent is C=O (formaldehyde). Product: Cl.ClC=1C=C(C=CC1Cl)N1C=NC(=C1CO)CN1C(=NC=C1)NC ([3-(3,4-Dichloro-phenyl)-5-(2-methylamino-imidazol-1-ylmethyl)-3H-imidazol-4-yl]-methanol Hydrochloride). RXN SMILES: [Cl:1][C:2]1[CH:3]=[C:4]([N:9]2[CH:13]=[C:12]([CH2:14][N:15]3[CH:19]=[CH:18][N:17]=[C:16]3[NH:20][CH3:21])[N:11]=[CH:10]2)[CH:5]=[CH:6][C:7]=1[Cl:8].[C:22](O)(=[O:24])C>C=O>[ClH:1].[Cl:1][C:2]1[CH:3]=[C:4]([N:9]2[C:13]([CH2:22][OH:24])=[C:12]([CH2:14][N:15]3[CH:19]=[CH:18][N:17]=[C:16]3[NH:20][CH3:21])[N:11]=[CH:10]2)[CH:5]=[CH:6][C:7]=1[Cl:8] |f:3.4|. Procedure details: A solution of {1-[1-(3,4-dichloro-phenyl)-1H-imidazol-4-ylmethyl]-1H-imidazol-2-yl}-methyl-amine (0.60 g, 1.7 mmol) in acetic acid (7 ml) and aqueous formaldehyde (2 ml of a 37% solution) was stirred at 20° C. for 96 h. The reaction mixture was evaporated to dryness and chromatographed [silica, elution with gradient CH2Cl2 to 50% (CH2Cl2/MeOH/aq. NH4OH=90:10:1)] to obtain the free base of the title compound. It was crystallized as the off-white hydrochloride salt (0.030 g, 5%). Mp.>180° C. dec. ... Starting materials: FC=1C=C(C=C(C1)F)CC(=O)N[C@@H](C)C(=O)O (N-(3,5-Difluorophenylacetyl)-L-alanine), Cl.NC1C(N(C2=CC=CC=C12)C)=O (3-Amino-1-methyl-2-indolinone Monohydrochloride), C3, N1C(CC2=CC=CC=C12)=O (indolinone). Yields the product FC=1C=C(C=C(C1)F)CC(=O)N[C@@H](C)C(=O)C1(C(N(C2=CC=CC=C12)C)=O)N (3-[N′-(3,5-Difluorophenylacetyl)-L-alaninyl]-amino-1-methyl-2-indolinone). RXN SMILES: [F:1][C:2]1[CH:3]=[C:4]([CH2:9][C:10]([NH:12][C@H:13]([C:15]([OH:17])=O)[CH3:14])=[O:11])[CH:5]=[C:6]([F:8])[CH:7]=1.Cl.[NH2:19][CH:20]1[C:28]2[C:23](=[CH:24][CH:25]=[CH:26][CH:27]=2)[N:22]([CH3:29])[C:21]1=[O:30].N1C2C(=CC=CC=2)CC1=O>>[F:8][C:6]1[CH:5]=[C:4]([CH2:9][C:10]([NH:12][C@H:13]([C:15]([C:20]2([NH2:19])[C:28]3[C:23](=[CH:24][CH:25]=[CH:26][CH:27]=3)[N:22]([CH3:29])[C:21]2=[O:30])=[O:17])[CH3:14])=[O:11])[CH:3]=[C:2]([F:1])[CH:7]=1 |f:1.2|. Reported procedure: Following General Procedure I above using N-(3,5-difluorophenylacetyl)-L-alanine (Example B) and 3-amino-1-methyl-2-indolinone monohydrochloride (Example 5-J), the title compound, as a ˜1:1 diastereomeric mixture at C3 of the indolinone, was prepared as a white solid having a decomposition point of 215-220° C. Purification was by flash chromatography eluting with 3:1 CH2Cl2/EtOAc gradient to straight EtOAc followed by recrystallization from CHCl3. Rf=0.16 and 0.22 (EtOAc).